Task: describe an organic reaction: reactants, conditions, products, and yield. Dataset: the Open Reaction Database (ORD), a public repository of structured organic reaction records Starting materials: FC(C1=CC(=NC=2N1N=CC2C#C)C2=CC=C(C=C2)C(F)(F)F)F (7-Difluoromethyl-3-ethynyl-5-(4-trifluoromethyl-phenyl)-pyrazolo[1,5-a]pyrimidine), BrC=1C=C(C=CC1)S(=O)(=O)NCCN(C)C (3-Bromo-N-(2-dimethylamino-ethyl)-benzenesulfonamide). Product: FC(C1=CC(=NC=2N1N=CC2C#CC=2C=C(C=CC2)S(=O)(=O)NCCN(C)C)C2=CC=C(C=C2)C(F)(F)F)F (3-[7-Difluoromethyl-5-(4-trifluoromethyl-phenyl)-pyrazolo[1,5-a]pyrimidin-3-ylethynyl]-N-(2-dimethylamino-ethyl)-benzenesulfonamide), solid. Yield: 59.0%. RXN SMILES: [F:1][CH:2]([F:24])[C:3]1[N:8]2[N:9]=[CH:10][C:11]([C:12]#[CH:13])=[C:7]2[N:6]=[C:5]([C:14]2[CH:19]=[CH:18][C:17]([C:20]([F:23])([F:22])[F:21])=[CH:16][CH:15]=2)[CH:4]=1.Br[C:26]1[CH:27]=[C:28]([S:32]([NH:35][CH2:36][CH2:37][N:38]([CH3:40])[CH3:39])(=[O:34])=[O:33])[CH:29]=[CH:30][CH:31]=1>>[F:24][CH:2]([F:1])[C:3]1[N:8]2[N:9]=[CH:10][C:11]([C:12]#[C:13][C:26]3[CH:27]=[C:28]([S:32]([NH:35][CH2:36][CH2:37][N:38]([CH3:40])[CH3:39])(=[O:33])=[O:34])[CH:29]=[CH:30][CH:31]=3)=[C:7]2[N:6]=[C:5]([C:14]2[CH:19]=[CH:18][C:17]([C:20]([F:23])([F:22])[F:21])=[CH:16][CH:15]=2)[CH:4]=1. Reported procedure: The title compound was prepared from 7-Difluoromethyl-3-ethynyl-5-(4-trifluoromethyl-phenyl)-pyrazolo[1,5-a]pyrimidine (example C.2) (340 mg, 1.0 mmol) and 3-bromo-N-(2-dimethylamino-ethyl)-benzenesulfonamide (example B.35) (276 mg, 1.0 mmol) according to general procedure II. Obtained as a yellow solid (340 mg, 59%). MS (ISP) 564.3 [(M+H)+]; mp 160-162° C. Reactants: [N+](=O)([O-])C1=CC=C(C=CC=O)C=C1 (4-nitrocinnamaldehyde), ketone, aldehyde, CC(=O)C (acetone). The solvent is CN(C)C=O (DMF). Run at time 7 day. Yields the product [N+](=O)([O-])C1=CC=C(C=C1)C=CC(CC(C)=O)O (6-(4′-Nitrophenyl)-4-hydroxy-5-hexen-2-one). The yield is 67.0%. As a reaction SMILES: [N+:1]([C:4]1[CH:13]=[CH:12][C:7]([CH:8]=[CH:9][CH:10]=[O:11])=[CH:6][CH:5]=1)([O-:3])=[O:2].[CH3:14][C:15]([CH3:17])=[O:16]>CN(C=O)C>[N+:1]([C:4]1[CH:5]=[CH:6][C:7]([CH:8]=[CH:9][CH:10]([OH:11])[CH2:14][C:15](=[O:16])[CH3:17])=[CH:12][CH:13]=1)([O-:3])=[O:2]. Reported procedure: To a solution of 4-nitrocinnamaldehyde 8 (110 mg, 0.61 mmol; alternatively other aldehyde acceptors are shown in the Figures and can be obtained commercially or as described herein) in 15 mL of DMF and 31 mL of acetone (alternatively other ketone donors are shown in the Figures and can be obtained commercially or as described herein), PBS buffer (571 mL, degassed and kept under argon) was added slowly to avoid precipitation. Antibody 38C2 (8.0 mL of a 120 mM solution) was added. The final concen... Reactants: C(C1=CC=CC=C1)C1CCN(CC1)C1=C(C(=NC(=C1Br)C)C)[C@@H](C(=O)OC(C)C)OC(C)(C)C ((S)-isopropyl 2-(4-(4-benzylpiperidin-1-yl)-5-bromo-2,6-dimethylpyridin-3-yl)-2-(tert-butoxy)acetate), FC1=CC=C(CCOC2=CC=C(C=C2)B2OC(CN(CC(O2)=O)C)=O)C=C1 (2-(4-(4-fluorophenethoxy)phenyl)-6-methyl-1,3,6,2-dioxazaborocane-4,8-dione), C1(CCCCC1)P(C1=C(C=CC=C1)C1=C(C=CC=C1OC)OC)C1CCCCC1 (2-dicyclohexylphosphino-2′,6′-dimethoxy-biphenyl), [O-]P(=O)([O-])[O-].[K+].[K+].[K+] (potassium phosphate tribasic). RXN SMILES: [CH2:1]([CH:8]1[CH2:13][CH2:12][N:11]([C:14]2[C:19](Br)=[C:18]([CH3:21])[N:17]=[C:16]([CH3:22])[C:15]=2[C@H:23]([O:30][C:31]([CH3:34])([CH3:33])[CH3:32])[C:24]([O:26][CH:27]([CH3:29])[CH3:28])=[O:25])[CH2:10][CH2:9]1)[C:2]1[CH:7]=[CH:6][CH:5]=[CH:4][CH:3]=1.[F:35][C:36]1[CH:61]=[CH:60][C:39]([CH2:40][CH2:41][O:42][C:43]2[CH:48]=[CH:47][C:46](B3OC(=O)CN(C)CC(=O)O3)=[CH:45][CH:44]=2)=[CH:38][CH:37]=1.C1(P(C2CCCCC2)C2C=CC=CC=2C2C(OC)=CC=CC=2OC)CCCCC1.[O-]P([O-])([O-])=O.[K+].[K+].[K+]>O1CCOCC1.O.CCOC(C)=O.C(O[Pd]OC(=O)C)(=O)C>[CH2:1]([CH:8]1[CH2:13][CH2:12][N:11]([C:14]2[C:19]([C:46]3[CH:45]=[CH:44][C:43]([O:42][CH2:41][CH2:40][C:39]4[CH:38]=[CH:37][C:36]([F:35])=[CH:61][CH:60]=4)=[CH:48][CH:47]=3)=[C:18]([CH3:21])[N:17]=[C:16]([CH3:22])[C:15]=2[C@H:23]([O:30][C:31]([CH3:34])([CH3:33])[CH3:32])[C:24]([O:26][CH:27]([CH3:29])[CH3:28])=[O:25])[CH2:10][CH2:9]1)[C:2]1[CH:7]=[CH:6][CH:5]=[CH:4][CH:3]=1 |f:3.4.5.6|. Procedure details: The diacetoxypalladium (11.3 mg, 0.05 mmol) was added to a argon purged and degassed solution of (S)-isopropyl 2-(4-(4-benzylpiperidin-1-yl)-5-bromo-2,6-dimethylpyridin-3-yl)-2-(tert-butoxy)acetate (267 mg, 0.502 mmol), 2-(4-(4-fluorophenethoxy)phenyl)-6-methyl-1,3,6,2-dioxazaborocane-4,8-dione (205 mg, 0.553 mmol), and 2-dicyclohexylphosphino-2′,6′-dimethoxy-biphenyl (41 mg, 0.10 mmol), and potassium phosphate tribasic (800 mg, 3.77 mmol) in dioxane (4 mL) and water (0.8 mL) and stirred in a sc... Isolated yield 39.1%. The reagents and catalysts are C(C)(=O)O[Pd]OC(C)=O (diacetoxypalladium). Product: C(C1=CC=CC=C1)C1CCN(CC1)C1=C(C(=NC(=C1C1=CC=C(C=C1)OCCC1=CC=C(C=C1)F)C)C)[C@@H](C(=O)OC(C)C)OC(C)(C)C ((S)-isopropyl 2-(4-(4-benzylpiperidin-1-yl)-5-(4-(4-fluorophenethoxy)phenyl)-2,6-dimethylpyridin-3-yl)-2-(tert-butoxy)acetate). Reaction conditions: temperature 90 celsius, time 16 hour. Solvent: O1CCOCC1 (dioxane), O (water), CCOC(=O)C (EtOAc). Starting materials: CC[O-].[Na+] (sodium ethylate), S(=O)(=O)(O)O.COC(=N)N (methoxyformamidine sulphate), CCC(C(=O)OC)C(=O)OCC (diethyl methyl malonate). The solvent is C(C)O (ethanol), C(C)O (ethanol). Reaction conditions: temperature 0 celsius, time 15 minute. Product: COC1=NC(=C(C(=N1)O)C)O (2-methoxy-4,6-dihydroxy-5-methyl-pyrimidine). Yield: 72.7%. RXN SMILES: CC[O-].[Na+].S(O)(O)(=O)=O.[CH3:10][O:11][C:12]([NH2:14])=[NH:13].C[CH2:16][CH:17]([C:22](OCC)=[O:23])[C:18](OC)=[O:19]>C(O)C>[CH3:10][O:11][C:12]1[N:14]=[C:18]([OH:19])[C:17]([CH3:16])=[C:22]([OH:23])[N:13]=1 |f:0.1,2.3|. Reported procedure: 13.8 g (200 mmoles) of sodium ethylate is added to a solution of 10 g (58 mmoles) of methoxyformamidine sulphate in 100 ml of ethanol cooled down to 0° C. and the mixture is stirred for 15 minutes; then a solution of 9 ml (52 mmoles) of diethyl methyl malonate in 50 ml of ethanol is added followed by stirring overnight at ambient temperature. The reaction mixture is evaporated to dryness under reduced pressure (2 kPa). The residue is taken up in 100 ml of a saturated solution of sodium chloride ...